Task: describe an organic reaction: reactants, conditions, products, and yield. Dataset: the Open Reaction Database (ORD), a public repository of structured organic reaction records Reported procedure: A mixture of 2-fluoro-terephthalic acid dimethyl ester 2j (10 g, 47.1 mmol), 2-bromophenol 1j (6.0 mL, 51.8 mmol) and potassium carbonate (7.16 g, 51.8 mmol) in N,N-dimethylformamide (100 mL) was heated at 100° C. for 36 h. The mixture was allowed to cool to rt, then poured into cold dilute hydrochloric acid (0.5 N, 350 mL). The product was extracted into EtOAc, washed with water (4×) and brine (1×) and dried over magnesium sulfate. The solvent was evaporated in vacuo, and the residue was purifi... Reaction conditions: temperature 100 celsius. RXN SMILES: [CH3:1][O:2][C:3](=[O:15])[C:4]1[CH:13]=[CH:12][C:7]([C:8]([O:10][CH3:11])=[O:9])=[CH:6][C:5]=1F.[Br:16][C:17]1[CH:22]=[CH:21][CH:20]=[CH:19][C:18]=1[OH:23].C(=O)([O-])[O-].[K+].[K+].Cl>CN(C)C=O>[CH3:1][O:2][C:3](=[O:15])[C:4]1[CH:13]=[CH:12][C:7]([C:8]([O:10][CH3:11])=[O:9])=[CH:6][C:5]=1[O:23][C:18]1[CH:19]=[CH:20][CH:21]=[CH:22][C:17]=1[Br:16] |f:2.3.4|. Run in CN(C=O)C (N,N-dimethylformamide). Yields the product COC(C1=C(C=C(C(=O)OC)C=C1)OC1=C(C=CC=C1)Br)=O (2-(2-Bromo-phenoxy)-terephthalic acid dimethyl ester). Starting materials: Cl (hydrochloric acid), COC(C1=C(C=C(C(=O)OC)C=C1)F)=O (2-fluoro-terephthalic acid dimethyl ester), BrC1=C(C=CC=C1)O (2-bromophenol), C([O-])([O-])=O.[K+].[K+] (potassium carbonate). The reactants are CC(=O)C (acetone), C1(=CC=CC=C1)C (toluene), C(C)(=O)OC=C.C1(\C=C/C(=O)O1)=O (vinyl acetate maleic anhydride). Run in C(C)O (ethanol). The product is C(C)(=O)OC=C.C(\C=C/C(=O)[O-])(=O)OCC (Vinyl Acetate Ethyl Maleate). Reaction SMILES: C[C:2]([CH3:4])=[O:3].C1(C)C=CC=CC=1.[C:12]([O:15][CH:16]=[CH2:17])(=[O:14])[CH3:13].[C:18]1(=[O:24])[O:23][C:21](=[O:22])[CH:20]=[CH:19]1>C(O)C>[C:12]([O:15][CH:16]=[CH2:17])(=[O:14])[CH3:13].[C:18]([O:3][CH2:2][CH3:4])(=[O:24])/[CH:19]=[CH:20]\[C:21]([O-:23])=[O:22] |f:2.3,5.6|. Procedure: Part A above was repeated except that 535 ml of acetone were introduced into the kettle in place of 480 ml of toluene and the vinyl acetate/maleic anhydride polymerization was carried out at 53° C. instead of 63-65° C. Esterification of the VA/MA was achieved with 262 g of absolute ethanol by conducting the reaction at 70-75° C. for about 3 hours. The acetone was distilled off and the vinyl acetate/ethyl maleate (VA/EM) alternating copolymer was recovered as a solution of 44.18% copolymer solids... Reactants: ClC1=C(C(=C(C(=C1O)Cl)Cl)Cl)Cl (pentachlorophenol), [Al] (aluminum), OCC(CO)(CO)CO (pentaerythritol), polyol, C(C)OP(OCC)OCC (triethylphosphite), C1(=CC=CC=C1)OP(OC1=CC=CC=C1)OC1=CC=CC=C1 (triphenylphosphite), C1C(C)O1 (propylene oxide). Reagents/catalysts: [Fe] (iron). Run at temperature 80 celsius, time 2 hour. Product: OCC(CO)(CO)CO.C1(=CC=CC=C1)OP(OC1=CC=CC=C1)OC1=CC=CC=C1.C(C)OP(OCC)OCC.ClC1=C(C(=C(C(=C1O)Cl)Cl)Cl)Cl.C1C(C)O1 (Pentaerythritol Triphenylphosphite Triethylphosphite Pentachlorophenol Propylene Oxide). Reaction SMILES: [Cl:1][C:2]1[C:7]([OH:8])=[C:6]([Cl:9])[C:5]([Cl:10])=[C:4]([Cl:11])[C:3]=1[Cl:12].[Al].[OH:14][CH2:15][C:16]([CH2:21][OH:22])([CH2:19][OH:20])[CH2:17][OH:18].[CH2:23]([O:25][P:26]([O:30][CH2:31][CH3:32])[O:27][CH2:28][CH3:29])[CH3:24].[C:33]1([O:39][P:40]([O:48][C:49]2[CH:54]=[CH:53][CH:52]=[CH:51][CH:50]=2)[O:41][C:42]2[CH:47]=[CH:46][CH:45]=[CH:44][CH:43]=2)[CH:38]=[CH:37][CH:36]=[CH:35][CH:34]=1.[CH2:55]1[O:58][CH:56]1[CH3:57]>[Fe]>[OH:14][CH2:15][C:16]([CH2:21][OH:22])([CH2:19][OH:20])[CH2:17][OH:18].[C:49]1([O:48][P:40]([O:41][C:42]2[CH:47]=[CH:46][CH:45]=[CH:44][CH:43]=2)[O:39][C:33]2[CH:38]=[CH:37][CH:36]=[CH:35][CH:34]=2)[CH:54]=[CH:53][CH:52]=[CH:51][CH:50]=1.[CH2:23]([O:25][P:26]([O:30][CH2:31][CH3:32])[O:27][CH2:28][CH3:29])[CH3:24].[Cl:1][C:2]1[C:7]([OH:8])=[C:6]([Cl:9])[C:5]([Cl:10])=[C:4]([Cl:11])[C:3]=1[Cl:12].[CH2:55]1[O:58][CH:56]1[CH3:57] |f:7.8.9.10.11|. Reported procedure: A 5-liter flask, standardly equipped, was charged with 1596 grams of pentachlorophenol containing about 750 ppm of aluminum and iron compounds, 680 grams of pentaerythritol and a mixture of 195 grams of triethylphosphite and 260 grams of triphenylphosphite that had been heated overnight at 80° C. Then propylene oxide was added until the acid number was less than 1. The mixture was stripped for 2 hours at 90°-104° C./2-4 mm. Hg. The 3562 grams of oxypropylated polyol product contained a finely di... Starting materials: CN(C)CC1=C(C=C(O1)CSCCN)C (2-[(5-dimethylaminomethyl-4-methyl-2-furyl)methylthio]ethylamine), CN(C)CC1=C(C=C(O1)CSCCNC1=NS(N=C1OC)(=O)=O)C (3-{2-[(5-dimethylaminomethyl-4-methyl-2-furyl)methylthio]ethylamino}-4-methoxy-1,2,5-thiadiazole 1,1-dioxide), CN (methylamine), COC1=NS(N=C1OC)(=O)=O (3,4-dimethoxy-1,2,5-thiadiazole 1,1-dioxide). Solvent: CO (methanol). The product is CN(C)CC1=C(C=C(O1)CSCCNC1=NS(N=C1NC)(=O)=O)C (3-{2-[(5-Dimethylaminomethyl-4-methyl-2-furyl)methylthio]ethylamino}-4-methylamino-1,2,5-thiadiazole 1,1-dioxide). As a reaction SMILES: COC1C(OC)=NS(=O)(=O)N=1.[CH3:12][N:13]([CH2:15][C:16]1[O:20][C:19]([CH2:21][S:22][CH2:23][CH2:24][NH2:25])=[CH:18][C:17]=1[CH3:26])[CH3:14].CN(CC1OC(CSC[CH2:39][NH:40][C:41]2[C:45](OC)=[N:44][S:43](=[O:49])(=[O:48])[N:42]=2)=CC=1C)C.CN>CO>[CH3:14][N:13]([CH2:15][C:16]1[O:20][C:19]([CH2:21][S:22][CH2:23][CH2:24][NH:25][C:45]2[C:41]([NH:40][CH3:39])=[N:42][S:43](=[O:49])(=[O:48])[N:44]=2)=[CH:18][C:17]=1[CH3:26])[CH3:12]. Reported procedure: When a methanol suspension of 3,4-dimethoxy-1,2,5-thiadiazole 1,1-dioxide is reacted with an equimolar amount of 2-[(5-dimethylaminomethyl-4-methyl-2-furyl)methylthio]ethylamine [prepared in Step C] and the resultant 3-{2-[(5-dimethylaminomethyl-4-methyl-2-furyl)methylthio]ethylamino}-4-methoxy-1,2,5-thiadiazole 1,1-dioxide is treated with an excess of methylamine, the title compound is produced. The reactants are BrC1=C(C=CC(=C1)F)CCNC(CCC)CCC (N-[2-(2-bromo-4-fluorophenyl)ethyl]heptan-4-amine), C([O-])([O-])=O.[K+].[K+] (potassium carbonate), ClC(=O)OC (methyl chloroformate). Solvent: O1CCCC1 (tetrahydrofuran). The product is COC(N(C(CCC)CCC)CCC1=C(C=C(C=C1)F)Br)=O (Methyl[2-(2-bromo-4-fluorophenyl)ethyl](1-propylbutyl)carbamate). RXN SMILES: [Br:1][C:2]1[CH:7]=[C:6]([F:8])[CH:5]=[CH:4][C:3]=1[CH2:9][CH2:10][NH:11][CH:12]([CH2:16][CH2:17][CH3:18])[CH2:13][CH2:14][CH3:15].C(=O)([O-])[O-].[K+].[K+].Cl[C:26]([O:28][CH3:29])=[O:27]>O1CCCC1>[CH3:29][O:28][C:26](=[O:27])[N:11]([CH2:10][CH2:9][C:3]1[CH:4]=[CH:5][C:6]([F:8])=[CH:7][C:2]=1[Br:1])[CH:12]([CH2:16][CH2:17][CH3:18])[CH2:13][CH2:14][CH3:15] |f:1.2.3|. Procedure: 1.045 g of N-[2-(2-bromo-4-fluorophenyl)ethyl]heptan-4-amine in solution in 15 cm3 of anhydrous tetrahydrofuran and 502 mg of potassium carbonate are stirred under an inert atmosphere at a temperature in the vicinity of 20° C. 0.28 cm3 of methyl chloroformate is introduced over 10 min using a syringe. The reaction mixture is brought to reflux over 30 h, then filtered through celite and then concentrated using a rotary evaporator under reduced pressure (5 kPa). The residual oil is put into soluti... The reactants are O (Water), C(C(C)C)NCC(C)C (diisobutylamine), CC(CCC=O)(C)C (4,4-dimethyl pentanal), BrCC(=O)OC (methyl bromoacetate). The solvent is C1(=CC=CC=C1)C (toluene). Conditions: time 1 hour. The product is COC(CC(CC(C)(C)C)C=O)=O (5,5-dimethyl-3-formyl-hexanoic acid methyl ester). As a reaction SMILES: C(NCC(C)C)C(C)C.[CH3:10][C:11]([CH3:17])([CH3:16])[CH2:12][CH2:13][CH:14]=[O:15].Br[CH2:19][C:20]([O:22][CH3:23])=[O:21].O>C1(C)C=CC=CC=1>[CH3:23][O:22][C:20](=[O:21])[CH2:19][CH:13]([CH:14]=[O:15])[CH2:12][C:11]([CH3:17])([CH3:16])[CH3:10]. Reported procedure: In a three necked flask fitted with a Dean-Stark apparatus under argon, a solution of diisobutylamine (4.62 ml from Acros), 4,4-dimethyl pentanal 362 (2.5 g, 0.021 mol.) in toluene (20 ml) is heated at 130° C. for 2 h and water is extracted. The yellow solution is cooled down to room temperature and methyl bromoacetate (3.7 g, 0.024 mol.) is added in one time. The pink solution is stirred at room temperature overnight and 1 h at 90° C. Water (10 ml) is added at this temperature and after 1 h, th... The reactants are C(=C)(C)N1C(N(C2=C1C=CC=C2)CC2=CC=CC1=CC=CC=C21)=O (1-Isopropenyl-3-naphthalen-1-ylmethyl-1,3-dihydro-benzimidazol-2-one), O (water), Cl (hydrochloric acid), O (water), C(Cl)Cl (CH2Cl2). The solvent is CO (MeOH). Reaction conditions: temperature 60 celsius. Product: C1(=CC=CC2=CC=CC=C12)CN1C(NC2=C1C=CC=C2)=O (1-Naphthalen-1-ylmethyl-1,3-dihydro-benzimidazol-2-one). Yield: 92.9%. RXN SMILES: C([N:4]1[C:8]2[CH:9]=[CH:10][CH:11]=[CH:12][C:7]=2[N:6]([CH2:13][C:14]2[C:23]3[C:18](=[CH:19][CH:20]=[CH:21][CH:22]=3)[CH:17]=[CH:16][CH:15]=2)[C:5]1=[O:24])(C)=C.O.Cl.C(Cl)Cl>CO>[C:14]1([CH2:13][N:6]2[C:7]3[CH:12]=[CH:11][CH:10]=[CH:9][C:8]=3[NH:4][C:5]2=[O:24])[C:23]2[C:18](=[CH:19][CH:20]=[CH:21][CH:22]=2)[CH:17]=[CH:16][CH:15]=1. Reported procedure: 1-Isopropenyl-3-naphthalen-1-ylmethyl-1,3-dihydro-benzimidazol-2-one (1.6 g, 5.1 mmol) is dissolved in MeOH (5.0 mL) and water (5.0 mL) is added into the solution. To this heterogeneous reaction mixture is added 37% hydrochloric acid (4.0 mL). The reaction mixture is heated to 60° C. for 30 min and then water (50 mL) and CH2Cl2 (50 mL) are added. The organic layer is separated and the aqueous layer is extracted with CH2Cl2 (3×50 mL). The organic layers are combined, washed with Sat. NaHCO3 (100 ...